From a dataset of the Open Reaction Database (ORD), a public repository of structured organic reaction records. describe an organic reaction: reactants, conditions, products, and yield Reaction SMILES: C([O:9][C@H:10]1[C@@H:15]([O:16]C(=O)C2C=CC=CC=2)[C@H:14]([O:25]C(=O)C2C=CC=CC=2)[C@@H:13]([CH2:34][O:35]C(=O)C2C=CC=CC=2)[O:12][C@@H:11]1[O:44][C@H:45]1[C@H:50]([O:51]C(=O)C2C=CC=CC=2)[C@@H:49]([CH2:60][O:61]C(=O)C2C=CC=CC=2)[O:48][C@H:47]([O:70][C@H:71]2[C@H:114]([O:115]C(=O)C3C=CC=CC=3)[C@@H:113]([CH2:124][O:125]C(=O)C3C=CC=CC=3)[O:112][C@H:73]([O:74][CH2:75][CH2:76][CH2:77][N:78]3[CH:82]=[C:81]([CH2:83][O:84][C@H:85]4[CH2:109][CH2:108][C@@:107]5([CH3:110])[CH:87]([CH2:88][CH2:89][C@@H:90]6[C@@H:106]5[CH2:105][CH2:104][C@@:103]5([CH3:111])[C@H:91]6[CH2:92][CH2:93][C@@H:94]5[C@H:95]([CH3:102])[CH2:96][CH2:97][CH2:98][CH:99]([CH3:101])[CH3:100])[CH2:86]4)[N:80]=[N:79]3)[C@H:72]2[O:134]C(=O)C2C=CC=CC=2)[C@H:46]1[O:143]C(=O)C1C=CC=CC=1)(=O)C1C=CC=CC=1.C[O-].[Na+]>C1COCC1.CO>[C@H:11]1([O:44][C@H:45]2[C@H:50]([OH:51])[C@@H:49]([CH2:60][OH:61])[O:48][C@H:47]([O:70][C@H:71]3[C@H:114]([OH:115])[C@@H:113]([CH2:124][OH:125])[O:112][C@H:73]([O:74][CH2:75][CH2:76][CH2:77][N:78]4[CH:82]=[C:81]([CH2:83][O:84][C@H:85]5[CH2:109][CH2:108][C@@:107]6([CH3:110])[CH:87]([CH2:88][CH2:89][C@@H:90]7[C@@H:106]6[CH2:105][CH2:104][C@@:103]6([CH3:111])[C@H:91]7[CH2:92][CH2:93][C@@H:94]6[C@H:95]([CH3:102])[CH2:96][CH2:97][CH2:98][CH:99]([CH3:101])[CH3:100])[CH2:86]5)[N:80]=[N:79]4)[C@H:72]3[OH:134])[C@H:46]2[OH:143])[O:12][C@H:13]([CH2:34][OH:35])[C@@H:14]([OH:25])[C@H:15]([OH:16])[C@@H:10]1[OH:9] |f:1.2|. Run at time 2 day. Run in C1CCOC1 (THF), CO (MeOH), CO (MeOH). Yields the product [C@H]1([C@@H](O)[C@@H](O)[C@H](O)[C@H](O1)CO)O[C@@H]1[C@@H]([C@H](O[C@@H]([C@H]1O)CO)O[C@@H]1[C@@H]([C@@H](OCCCN2N=NC(=C2)CO[C@@H]2CC3CC[C@H]4[C@@H]5CC[C@H]([C@@H](CCCC(C)C)C)[C@]5(CC[C@@H]4[C@]3(CC2)C)C)O[C@@H]([C@H]1O)CO)O)O (3-{4-(Cholestan-3β-yl-oxymethyl)-[1,2,3]triazol-1-yl}propyl α-D-mannopyranosyl-(1→3)-α-D-mannopyranosyl-(1→3)-α-D-mannopyranoside). Reactants: C(C1=CC=CC=C1)(=O)O[C@@H]1[C@H](O[C@@H]([C@H]([C@@H]1OC(C1=CC=CC=C1)=O)OC(C1=CC=CC=C1)=O)COC(C1=CC=CC=C1)=O)O[C@@H]1[C@@H]([C@H](O[C@@H]([C@H]1OC(C1=CC=CC=C1)=O)COC(C1=CC=CC=C1)=O)O[C@@H]1[C@@H]([C@@H](OCCCN2N=NC(=C2)CO[C@@H]2CC3CC[C@H]4[C@@H]5CC[C@H]([C@@H](CCCC(C)C)C)[C@]5(CC[C@@H]4[C@]3(CC2)C)C)O[C@@H]([C@H]1OC(C1=CC=CC=C1)=O)COC(C1=CC=CC=C1)=O)OC(C1=CC=CC=C1)=O)OC(C1=CC=CC=C1)=O (3-{4-(Cholestan-3β-yl-oxymethyl)[1,2,3]triazol-1-yl}propyl 2,3,4,6-tetra-O-benzoyl-α-D-mannopyranosyl-(1→3)-2,4,6-tri-O-benzoyl-α-D-mannopyranosyl-(1→3)-2,4,6-tri-O-benzoyl-α-D-mannopyranoside), C[O-].[Na+] (NaOMe). Procedure: The perbenzoate 58 (70 mg, 0.0341 mmol) was dissolved in anhydrous THF (2 mL) and MeOH (2 mL). The mixture was treated with a solution of 11M NaOMe in MeOH (0.2 mL, 2.2 mmol). After stirring at r.t for 2 days, the white suspension was neutralized by addition of AG50WX8 resin (H+ form). The clear solution was separated from the resin by filtration. The resin was washed with MeOH (3×2 mL). The combined filtrate and washings were evaporated to dryness and dried in vacuum dessicator under P2O5 o/n t... The reactants are O1C2=C(CC1CN)C=CC1=CC=CC=C12 ((±)-1-(2,3-dihydronaphtho[1,2-b]furan-2-yl)methanamine), CC1=CC=C(C=C1)S(=O)(=O)OC (methyl 4-methylbenzenesulfonate), C(C)(C)N(CC)C(C)C (diisopropylethylamine), ClC(=O)OCC1=CC=CC=C1 (benzyl chloroformate). Yields the product O1C2=C(CC1CNC(OCC1=CC=CC=C1)=O)C=CC1=CC=CC=C12 ((±)-benzyl 2,3-dihydronaphtho[1,2-b]furan-2-ylmethylcarbamate). The yield is 90.4%. As a reaction SMILES: [O:1]1[CH:5]([CH2:6][NH2:7])[CH2:4][C:3]2[CH:8]=[CH:9][C:10]3[C:15]([C:2]1=2)=[CH:14][CH:13]=[CH:12][CH:11]=3.C(N(C(C)C)CC)(C)C.Cl[C:26]([O:28][CH2:29][C:30]1[CH:35]=[CH:34][CH:33]=[CH:32][CH:31]=1)=[O:27].CC1C=CC(S(OC)(=O)=O)=CC=1>>[O:1]1[CH:5]([CH2:6][NH:7][C:26](=[O:27])[O:28][CH2:29][C:30]2[CH:35]=[CH:34][CH:33]=[CH:32][CH:31]=2)[CH2:4][C:3]2[CH:8]=[CH:9][C:10]3[C:15]([C:2]1=2)=[CH:14][CH:13]=[CH:12][CH:11]=3. Reported procedure: Treatment of (±)-1-(2,3-dihydronaphtho[1,2-b]furan-2-yl)methanamine (1.19 g, 5.97 mmol) with diisopropylethylamine (0.849 g, 6.57 mmol) followed by benzyl chloroformate (1.07 g, 6.27 mmol) generally according to the procedure described for Intermediate 7 afforded 1.80 g (90%) of (±)-benzyl 2,3-dihydronaphtho[1,2-b]furan-2-ylmethylcarbamate as a white solid. Rf=0.47 (silica, ethyl acetate:hexanes 1:4); mp 110-112° C.; Anal. calcd. for C21H19NO3: C, 75.66; H, 5.74; N, 4.2. Found: C, 75.4; H, 5.57;... Starting materials: [Br-], [Br-], [Br-], CC(=O)Nc1cc(C(C)=O)cc(S(F)(F)(F)(F)F)c1, C1CCOC1, CO, O=S(=O)(O)O, C[N+](C)(C)c1ccccc1, C[N+](C)(C)c1ccccc1, C[N+](C)(C)c1ccccc1. Yields the product CC(=O)Nc1cc(C(=O)CBr)cc(S(F)(F)(F)(F)F)c1. As a reaction SMILES: [Br-:20].[Br-:21].[Br-:22].[C:1]([CH3:2])(=[O:3])[c:4]1[cH:5][c:6]([NH:16][C:17]([CH3:18])=[O:19])[cH:7][c:8]([S:10]([F:11])([F:12])([F:13])([F:14])[F:15])[cH:9]1.[CH2:60]1[O:61][CH2:62][CH2:63][CH2:64]1.[CH3:58][OH:59].[S:53](=[O:54])(=[O:55])([OH:56])[OH:57].[c:23]1([N+:24]([CH3:25])([CH3:26])[CH3:27])[cH:28][cH:29][cH:30][cH:31][cH:32]1.[c:33]1([N+:34]([CH3:35])([CH3:36])[CH3:37])[cH:38][cH:39][cH:40][cH:41][cH:42]1.[c:43]1([N+:44]([CH3:45])([CH3:46])[CH3:47])[cH:48][cH:49][cH:50][cH:51][cH:52]1>>[C:1]([CH2:2][Br:20])(=[O:3])[c:4]1[cH:5][c:6]([NH:16][C:17]([CH3:18])=[O:19])[cH:7][c:8]([S:10]([F:11])([F:12])([F:13])([F:14])[F:15])[cH:9]1. The product is ClC1=CC(=C(OC2=C(C=C(C=C2)S(=O)(=O)NC=2SC(=CN2)Cl)C#N)C=C1)I (4-(4-Chloro-2-iodophenoxy)-N-(5-chloro-1,3-thiazol-2-yl)-3-cyanobenzenesulfonamide). Solvent: C(C)(=O)OCC (ethyl acetate), CS(=O)C (dimethyl sulphoxide). Starting materials: [Cl-].[NH4+] (ammonium chloride), ClC1=CC(=C(C=C1)O)I (4-chloro-2-iodophenol), C([O-])([O-])=O.[K+].[K+] (potassium carbonate), ClC1=CN=C(S1)N(S(=O)(=O)C1=CC(=C(C=C1)F)C#N)CC1=C(C=C(C=C1)OC)OC (N-(5-chloro-1,3-thiazol-2-yl)-3-cyano-N-(2,4-dimethoxybenzyl)-4-fluorobenzenesulfonamide). Reaction SMILES: [Cl:1][C:2]1[CH:7]=[CH:6][C:5]([OH:8])=[C:4]([I:9])[CH:3]=1.C(=O)([O-])[O-].[K+].[K+].[Cl:16][C:17]1[S:21][C:20]([N:22](CC2C=CC(OC)=CC=2OC)[S:23]([C:26]2[CH:31]=[CH:30][C:29](F)=[C:28]([C:33]#[N:34])[CH:27]=2)(=[O:25])=[O:24])=[N:19][CH:18]=1.[Cl-].[NH4+]>CS(C)=O.C(OCC)(=O)C>[Cl:1][C:2]1[CH:7]=[CH:6][C:5]([O:8][C:29]2[CH:30]=[CH:31][C:26]([S:23]([NH:22][C:20]3[S:21][C:17]([Cl:16])=[CH:18][N:19]=3)(=[O:24])=[O:25])=[CH:27][C:28]=2[C:33]#[N:34])=[C:4]([I:9])[CH:3]=1 |f:1.2.3,5.6|. Isolated yield 72.0%. Reported procedure: To a stirred suspension of 4-chloro-2-iodophenol (305 mg, 1.20 mmol) and potassium carbonate (207 mg, 1.5 mmol) in dimethyl sulphoxide (5.0 ml) was added N-(5-chloro-1,3-thiazol-2-yl)-3-cyano-N-(2,4-dimethoxybenzyl)-4-fluorobenzenesulfonamide (Preparation 207, 468 mg, 1.00 mmol). Suspension stirred at room temperature for 18 hours. The reaction mixture was poured into ethyl acetate (20 ml) and saturated aqueous ammonium chloride solution (20 ml) and the aqueous layer extracted with ethyl acetate... Reaction conditions: time 18 hour. Starting materials: CCCCCCCCc1ccc(C2CCCC(=O)O2)cc1, CC(C)C[AlH]CC(C)C, Cc1ccccc1, Cl, O. The product is CCCCCCCCc1ccc(C2CCCC(O)O2)cc1. Reaction SMILES: [CH2:1]([CH2:2][CH2:3][CH2:4][CH2:5][CH2:6][CH2:7][CH3:8])[c:9]1[cH:10][cH:11][c:12]([CH:15]2[O:16][C:17](=[O:21])[CH2:18][CH2:19][CH2:20]2)[cH:13][cH:14]1.[CH3:22][CH:23]([CH2:24][AlH:25][CH2:26][CH:27]([CH3:28])[CH3:29])[CH3:30].[CH3:33][c:34]1[cH:35][cH:36][cH:37][cH:38][cH:39]1.[ClH:31].[OH2:32]>>[CH2:1]([CH2:2][CH2:3][CH2:4][CH2:5][CH2:6][CH2:7][CH3:8])[c:9]1[cH:10][cH:11][c:12]([CH:15]2[O:16][CH:17]([OH:21])[CH2:18][CH2:19][CH2:20]2)[cH:13][cH:14]1. The reactants are C(C)(C)(C)[Si](OCCC1(CC1)S(=O)(=O)NC1=CN(C(C(=C1NC1=C(C=C(C=C1)I)F)C)=O)C)(C)C (1-[2-(tertbutyldimethylsilanyloxy)ethyl]-N-(4-(2-fluoro-4-iodophenylamino)-1,5-dimethyl-6-oxo-1,6-dihydropyridin-3-yl)cyclopropanesulfonamide), Cl (HCl). Run in C1CCOC1 (THF). Conditions: time 45 minute. Product: OCCC1(CC1)S(=O)(=O)NC1=CN(C(C(=C1NC1=C(C=C(C=C1)I)F)C)=O)C (1-(2-Hydroxyethyl)-N-(4-(2-fluoro-4-iodophenylamino)-1,5-dimethyl-6-oxo-1,6-dihydropyridin-3-yl)cyclopropanesulfonamide). RXN SMILES: C([Si](C)(C)[O:6][CH2:7][CH2:8][C:9]1([S:12]([NH:15][C:16]2[C:21]([NH:22][C:23]3[CH:28]=[CH:27][C:26]([I:29])=[CH:25][C:24]=3[F:30])=[C:20]([CH3:31])[C:19](=[O:32])[N:18]([CH3:33])[CH:17]=2)(=[O:14])=[O:13])[CH2:11][CH2:10]1)(C)(C)C.Cl>C1COCC1>[OH:6][CH2:7][CH2:8][C:9]1([S:12]([NH:15][C:16]2[C:21]([NH:22][C:23]3[CH:28]=[CH:27][C:26]([I:29])=[CH:25][C:24]=3[F:30])=[C:20]([CH3:31])[C:19](=[O:32])[N:18]([CH3:33])[CH:17]=2)(=[O:14])=[O:13])[CH2:11][CH2:10]1. Reported procedure: To a solution of 1-[2-(tertbutyldimethylsilanyloxy)ethyl]-N-(4-(2-fluoro-4-iodophenylamino)-1,5-dimethyl-6-oxo-1,6-dihydropyridin-3-yl)cyclopropanesulfonamide (20 mg, 0.032 mmol) in THF (2 mL) at 0° C. is added 1N HCl (0.128 mL. 0.128 mmol). The ice-bath is removed after 30 minutes and the solution stirred at room temperature for 45 minutes. Then the solution is cooled to 0° C., saturated NaHCO3 (3 mL) solution is added, and extracted with ethyl acetate (3×5 mL). The combined organic layers are ... Reactants: C(C1=CC=CC=C1)O (benzyl alcohol), C(=O)=S (carbonyl sulfide), C1CCC2=NCCCN2CC1 (DBU). The solvent is C1CCOC1 (THF). Reaction conditions: temperature 20 celsius, time 2 hour. The product is C(SC)(OCC1=CC=CC=C1)=O (S-methyl O-benzyl carbonothioate). Isolated yield 87.0%. As a reaction SMILES: [CH2:1]([OH:8])[C:2]1[CH:7]=[CH:6][CH:5]=[CH:4][CH:3]=1.[C:9](=[S:11])=[O:10].[CH2:12]1CCN2C(=NCCC2)CC1>C1COCC1>[C:9](=[O:10])([O:8][CH2:1][C:2]1[CH:7]=[CH:6][CH:5]=[CH:4][CH:3]=1)[S:11][CH3:12]. Procedure details: Carbonyl sulfide may provide an effective reagent for the carbonylation reaction. The carbonylation of benzyl alcohol with carbonyl sulfide may be done under an ambient pressure and at about 20° C. for about 1 hour in the presence of DBU in THF. The formed carbonothioate salt may be quenched by methyl iodide at about 0° C., and the resulting mixture may be stirred under an ambient pressure, at about 20° C. for an additional about 2 hours to provide S-methyl O-benzyl carbonothioate at a yield of ...